This data is from the Open Reaction Database (ORD), a public repository of structured organic reaction records. The task is: describe an organic reaction: reactants, conditions, products, and yield Starting materials: O=C1OCC2=C3CCOC(C3=CC=C21)COS(=O)(=O)C2=CC=C(C=C2)C ((3-oxo-3,6,8,9-tetrahydro-1H-furo[3,4-f]isochromen-6-yl)methyl4-methylbenzenesulfonate), FC=1C(=CC(=C(C#N)C1)OC)CC(N1CCNCC1)=O (5-fluoro-2-methoxy-4-[2-oxo-2-(piperazin-1-yl)ethyl]benzonitrile), N1(N=NN=C1)C1=CC=C(C=C1)CC(=O)N1CCN(CC1)CC1OCCC2=C3C(=CC=C12)C(OC3)=O (6-[(4-{[4-(1H-tetrazol-1-yl)phenyl]acetyl}piperazin-1-yl)methyl]-8,9-dihydro-1H-furo[3,4-f]isochromen-3(6H)-one). Product: FC=1C(=CC(=C(C#N)C1)OC)CC(N1CCN(CC1)CC1OCCC2=C3C(=CC=C12)C(OC3)=O)=O (5-Fluoro-2-methoxy-4-(2-oxo-2-{4[(3-oxo-3,6,8,9-tetrahydro-1H-furo[3,4-f]isochromen-6-yl)methyl]piperazin-1-yl}ethyl)benzonitrile). Reaction SMILES: [O:1]=[C:2]1[C:14]2[C:5](=[C:6]3[C:11](=[CH:12][CH:13]=2)[CH:10]([CH2:15]OS(C2C=CC(C)=CC=2)(=O)=O)[O:9][CH2:8][CH2:7]3)[CH2:4][O:3]1.[F:27][C:28]1[C:29]([CH2:38][C:39](=[O:46])[N:40]2[CH2:45][CH2:44][NH:43][CH2:42][CH2:41]2)=[CH:30][C:31]([O:36][CH3:37])=[C:32]([CH:35]=1)[C:33]#[N:34].N1(C2C=CC(CC(N3CCN(CC4C5C(=C6COC(=O)C6=CC=5)CCO4)CC3)=O)=CC=2)C=NN=N1>>[F:27][C:28]1[C:29]([CH2:38][C:39](=[O:46])[N:40]2[CH2:41][CH2:42][N:43]([CH2:15][CH:10]3[C:11]4[C:6](=[C:5]5[CH2:4][O:3][C:2](=[O:1])[C:14]5=[CH:13][CH:12]=4)[CH2:7][CH2:8][O:9]3)[CH2:44][CH2:45]2)=[CH:30][C:31]([O:36][CH3:37])=[C:32]([CH:35]=1)[C:33]#[N:34]. Procedure details: 5-Fluoro-2-methoxy-4-(2-oxo-2-{4[(3-oxo-3,6,8,9-tetrahydro-1H-furo[3,4-f]isochromen-6-yl)methyl]piperazin-1-yl}ethyl)benzonitrile was prepared from (3-oxo-3,6,8,9-tetrahydro-1H-furo[3,4-f]isochromen-6-yl)methyl4-methylbenzenesulfonate and 5-fluoro-2-methoxy-4-[2-oxo-2-(piperazin-1-yl)ethyl]benzonitrile in an analogous fashion to that described above for the synthesis of 6-[(4-{[4-(1H-tetrazol-1-yl)phenyl]acetyl}piperazin-1-yl)methyl]-8,9-dihydro-1H-furo[3,4-f]isochromen-3(6H)-one. MS m/e 480 (M+... Starting materials: C1(=CC=CC=C1)C(=C)C1=CC=CC=C1 (1,1-diphenylethlyene), [N+](=[N-])=C(C(=O)OC)C1=CC2=CC=CC=C2C=C1 (methyl 2-diazo-2-(naphthalen-2-yl)acetate). Reagents/catalysts: CCCCCCCCCCCCC1=CC=C(C=C1)S(=O)(=O)N2CCC[C@@H]2C(=O)O.CCCCCCCCCCCCC1=CC=C(C=C1)S(=O)(=O)N2CCC[C@@H]2C(=O)O.CCCCCCCCCCCCC1=CC=C(C=C1)S(=O)(=O)N2CCC[C@@H]2C(=O)O.CCCCCCCCCCCCC1=CC=C(C=C1)S(=O)(=O)N2CCC[C@@H]2C(=O)O.[Rh].[Rh] (Rh2(R-DOSP)4). The product is C1=C(C=CC2=CC=CC=C12)[C@]1(C(C1)(C1=CC=CC=C1)C1=CC=CC=C1)C(=O)OC ((R)-methyl 1-(naphthalen-2-yl)-2,2-diphenylcyclopropanecarboxylate). The yield is 74.0%. RXN SMILES: [C:1]1([C:7]([C:9]2[CH:14]=[CH:13][CH:12]=[CH:11][CH:10]=2)=[CH2:8])[CH:6]=[CH:5][CH:4]=[CH:3][CH:2]=1.[N+](=[C:17]([C:22]1[CH:31]=[CH:30][C:29]2[C:24](=[CH:25][CH:26]=[CH:27][CH:28]=2)[CH:23]=1)[C:18]([O:20][CH3:21])=[O:19])=[N-]>CCCCCCCCCCCCC1C=CC(S(N2[C@@H](C(O)=O)CCC2)(=O)=O)=CC=1.CCCCCCCCCCCCC1C=CC(S(N2[C@@H](C(O)=O)CCC2)(=O)=O)=CC=1.CCCCCCCCCCCCC1C=CC(S(N2[C@@H](C(O)=O)CCC2)(=O)=O)=CC=1.CCCCCCCCCCCCC1C=CC(S(N2[C@@H](C(O)=O)CCC2)(=O)=O)=CC=1.[Rh].[Rh]>[CH:23]1[C:24]2[C:29](=[CH:28][CH:27]=[CH:26][CH:25]=2)[CH:30]=[CH:31][C:22]=1[C@:17]1([C:18]([O:20][CH3:21])=[O:19])[CH2:8][C:7]1([C:1]1[CH:6]=[CH:5][CH:4]=[CH:3][CH:2]=1)[C:9]1[CH:14]=[CH:13][CH:12]=[CH:11][CH:10]=1 |f:2.3.4.5.6.7|. Procedure: To a flame-dried round bottom flask kept under a dry atmosphere of argon, was added Rh2(R-DOSP)4 (0.01 equiv., 474 mg), 1,1-diphenylethlyene (2.32 equiv., 10.5 g, 58 mmol), and dry degassed pentane (100 mL). A solution of freshly prepared methyl 2-diazo-2-(naphthalen-2-yl)acetate (1.0 equiv., 5.65 g, 25 mmol) in dry, degassed pentane (250 mL) was added to the former solution drop-wise over 3 hours at −40° C. The mixture was allowed to stir overnight to room temperature, and then concentrated in ... The reactants are ClC(C1OCCN1)(Cl)Cl (2-trichloromethyloxazolidine), C(C)(=O)[O-].[Zn+2].C(C)(=O)[O-] (zinc acetate), N1=CC=CC=C1 (pyridine), N1=CC=CC=C1 (pyridine), C(=S)=S (carbon disulfide). Run in O (water). Yields the product N1=CC=CC=C1.ClC(C1OCCN1C(=S)[S-])(Cl)Cl.ClC(C1OCCN1C(=S)[S-])(Cl)Cl.[Zn+2] (Zinc Bis (2-trichloromethyl-3-oxazolidinecarbodithioate) Pyridine). Reaction SMILES: [Cl:1][C:2]([Cl:9])([Cl:8])[CH:3]1[NH:7][CH2:6][CH2:5][O:4]1.[N:10]1[CH:15]=[CH:14][CH:13]=[CH:12][CH:11]=1.[C:16](=[S:18])=[S:17].C([O-])(=O)C.[Zn+2:23].C([O-])(=O)C>O>[N:10]1[CH:15]=[CH:14][CH:13]=[CH:12][CH:11]=1.[Cl:1][C:2]([Cl:9])([Cl:8])[CH:3]1[N:7]([C:16]([S-:18])=[S:17])[CH2:6][CH2:5][O:4]1.[Cl:1][C:2]([Cl:9])([Cl:8])[CH:3]1[N:7]([C:16]([S-:18])=[S:17])[CH2:6][CH2:5][O:4]1.[Zn+2:23] |f:3.4.5,7.8.9.10|. Procedure: Thirty and four-tenth grams (0.160 mole) of 2-trichloromethyloxazolidine (preparation described by W. Ruske and I. Hartmann, J. Prakt. Chem. 18, 146 (1962) was dissolved in 480 g. of pyridine. With rapid stirring at room temperature, 14.4 g. (0.184 mole) of carbon disulfide was added dropwise followed by 15.2 g. (0.083 mole) of anhydrous zinc acetate. The reaction mixture was heated 3 hours at 45°- 50°C, cooled to room temperature, and then diluted with 1 liter water; the precipitated product wa... Reactants: C(N)(=O)C1=C(C=2N(N=C1)C=C(C2)C=2N=NN(C2)C2=CC=CC=C2)N[C@@H]2CN(C[C@@H]2CC)C(=O)OC(C)(C)C ((3S,4S)-tert-butyl 3-((3-carbamoyl-6-(1-phenyl-1H-1,2,3-triazol-4-yl)pyrrolo[1,2-b]pyridazin-4-yl)amino)-4-ethylpyrrolidine-1-carboxylate), Cl (HCl), O1CCOCC1 (1,4-dioxane). Solvent: ClCCl (dichloromethane). Product: hydrochloride salt, C(C)[C@@H]1[C@@H](CNC1)NC=1C=2N(N=CC1C(=O)N)C=C(C2)C=2N=NN(C2)C2=CC=CC=C2 (4-(((3S,4S)-4-ethylpyrrolidin-3-yl)amino)-6-(1-phenyl-1H-1,2,3-triazol-4-yl)pyrrolo[1,2-b]pyridazine-3-carboxamide). Yield: 106.4%. As a reaction SMILES: [C:1]([C:4]1[CH:9]=[N:8][N:7]2[CH:10]=[C:11]([C:13]3[N:14]=[N:15][N:16]([C:18]4[CH:23]=[CH:22][CH:21]=[CH:20][CH:19]=4)[CH:17]=3)[CH:12]=[C:6]2[C:5]=1[NH:24][C@H:25]1[C@@H:29]([CH2:30][CH3:31])[CH2:28][N:27](C(OC(C)(C)C)=O)[CH2:26]1)(=[O:3])[NH2:2].Cl.O1CCOCC1>ClCCl>[CH2:30]([C@H:29]1[CH2:28][NH:27][CH2:26][C@H:25]1[NH:24][C:5]1[C:6]2[N:7]([CH:10]=[C:11]([C:13]3[N:14]=[N:15][N:16]([C:18]4[CH:23]=[CH:22][CH:21]=[CH:20][CH:19]=4)[CH:17]=3)[CH:12]=2)[N:8]=[CH:9][C:4]=1[C:1]([NH2:2])=[O:3])[CH3:31]. Procedure: To a solution of (3S,4S)-tert-butyl 3-((3-carbamoyl-6-(1-phenyl-1H-1,2,3-triazol-4-yl)pyrrolo[1,2-b]pyridazin-4-yl)amino)-4-ethylpyrrolidine-1-carboxylate (41 mg, 0.079 mmol) in dichloromethane (1 mL) was added 4N HCl in 1,4-dioxane (0.198 mL, 0.794 mmol). The solution was stirred at room temperature. After stirring 2 h, the reaction is complete. Concentration afforded a tan solid as the hydrochloride salt of the title compound (35 mg, 99% yield). MS (ES+) m/z: 417.1 (M+H). LC retention time: 2.... The reactants are CC(C)(C)c1ccccc1OC1CNC1, Cl, c1ccncc1, O=C(Cl)c1ccccn1. Yields the product CC(C)(C)c1ccccc1OC1CN(C(=O)c2ccccn2)C1. As a reaction SMILES: [C:1]([CH3:2])([CH3:3])([CH3:4])[c:5]1[c:6]([O:7][CH:8]2[CH2:9][NH:10][CH2:11]2)[cH:12][cH:13][cH:14][cH:15]1.[ClH:16].[cH:26]1[cH:27][cH:28][n:29][cH:30][cH:31]1.[n:17]1[c:18]([C:23](=[O:24])[Cl:25])[cH:19][cH:20][cH:21][cH:22]1>>[C:1]([CH3:2])([CH3:3])([CH3:4])[c:5]1[c:6]([O:7][CH:8]2[CH2:9][N:10]([C:23]([c:18]3[n:17][cH:22][cH:21][cH:20][cH:19]3)=[O:24])[CH2:11]2)[cH:12][cH:13][cH:14][cH:15]1. The reactants are CS(C)=O, N#Cc1ccc(C(F)(F)F)cc1F. Product: NCc1ccc(C(F)(F)F)cc1F. As a reaction SMILES: [CH3:14][S:15]([CH3:16])=[O:17].[F:1][c:2]1[c:3]([C:4]#[N:5])[cH:6][cH:7][c:8]([C:10]([F:11])([F:12])[F:13])[cH:9]1>>[F:1][c:2]1[c:3]([CH2:4][NH2:5])[cH:6][cH:7][c:8]([C:10]([F:11])([F:12])[F:13])[cH:9]1. The reactants are [I-].[K+] (potassium iodide), C[Si](C)(C)Cl (trimethylsilyl chloride), C(C1=CC=CC=C1)OCC=1N(C(=C(N1)C(C)C)SC1=CC(=CC(=C1)Cl)Cl)CC=1C=CC(=NC1)OC (2-benzyloxymethyl-5-(3,5-dichlorophenylthio)-1-(2-methoxypyridin-5-ylmethyl)-4-isopropyl-1H-imidazole). The solvent is C(C)#N (acetonitrile). Reaction conditions: temperature 60 celsius, time 10 minute. Product: C(C1=CC=CC=C1)OCC=1N(C(=C(N1)C(C)C)SC1=CC(=CC(=C1)Cl)Cl)CC1=CNC(C=C1)=O (2-benzyloxymethyl-5-(3,5-dichlorophenylthio)-1-(6-oxo-1,6-dihydro-pyridin-3-yl)methyl-4-isopropyl-1H-imidazole). Yield: 34.2%. Reaction SMILES: [I-].[K+].C[Si](Cl)(C)C.[CH2:8]([O:15][CH2:16][C:17]1[N:18]([CH2:34][C:35]2[CH:36]=[CH:37][C:38]([O:41]C)=[N:39][CH:40]=2)[C:19]([S:25][C:26]2[CH:31]=[C:30]([Cl:32])[CH:29]=[C:28]([Cl:33])[CH:27]=2)=[C:20]([CH:22]([CH3:24])[CH3:23])[N:21]=1)[C:9]1[CH:14]=[CH:13][CH:12]=[CH:11][CH:10]=1>C(#N)C>[CH2:8]([O:15][CH2:16][C:17]1[N:18]([CH2:34][C:35]2[CH:36]=[CH:37][C:38](=[O:41])[NH:39][CH:40]=2)[C:19]([S:25][C:26]2[CH:27]=[C:28]([Cl:33])[CH:29]=[C:30]([Cl:32])[CH:31]=2)=[C:20]([CH:22]([CH3:24])[CH3:23])[N:21]=1)[C:9]1[CH:14]=[CH:13][CH:12]=[CH:11][CH:10]=1 |f:0.1|. Procedure details: To a solution of 83 mg of potassium iodide in acetonitrile was added 64 μl of trimethylsilyl chloride under ice-cooling and stirring. The mixture was allowed to warm up, and after 10 minutes, 150 mg of 2-benzyloxymethyl-5-(3,5-dichlorophenylthio)-1-(2-methoxypyridin-5-ylmethyl)-4-isopropyl-1H-imidazole was added, and the mixture was stirred with heating at 60° C. After 1 hour, the solution was distilled off under reduced pressure, an aqueous sodium hydrogen carbonate solution was added, extracte... The reactants are intermediate d, C(C)(C)(C)OC(=O)N1C[C@H]2CC3=CC(=C(N=C3N2[C@@H](C1)C)C)O ((4R,9aR)-7-hydroxy-4,6-dimethyl-3,4,9,9a-tetrahydro-1H-2,4a,5-triaza-fluorene-2-carboxylic acid tert-butyl ester), [H-].[Na+] (sodium hydride), BrCC1CC1 ((bromomethyl)cyclopropane). The product is C(C)(C)(C)OC(=O)N1C[C@H]2CC3=CC(=C(N=C3N2[C@@H](C1)C)C)OCC1CC1 ((4R,9aR)-7-Cyclopropylmethoxy-4,6-dimethyl-3,4,9,9a-tetrahydro-1H-2,4a,5-triaza-fluorene-2-carboxylic acid tert-butyl ester). Reaction SMILES: [C:1]([O:5][C:6]([N:8]1[CH2:20][C@@H:19]([CH3:21])[N:18]2[C@H:10]([CH2:11][C:12]3[C:17]2=[N:16][C:15]([CH3:22])=[C:14]([OH:23])[CH:13]=3)[CH2:9]1)=[O:7])([CH3:4])([CH3:3])[CH3:2].[H-].[Na+].Br[CH2:27][CH:28]1[CH2:30][CH2:29]1>>[C:1]([O:5][C:6]([N:8]1[CH2:20][C@@H:19]([CH3:21])[N:18]2[C@H:10]([CH2:11][C:12]3[C:17]2=[N:16][C:15]([CH3:22])=[C:14]([O:23][CH2:27][CH:28]2[CH2:30][CH2:29]2)[CH:13]=3)[CH2:9]1)=[O:7])([CH3:3])([CH3:4])[CH3:2] |f:1.2|. Procedure: This compound was prepared in analogy to example 1 intermediate d), from (4R,9aR)-7-hydroxy-4,6-dimethyl-3,4,9,9a-tetrahydro-1H-2,4a,5-triaza-fluorene-2-carboxylic acid tert-butyl ester (example 7, intermediate), sodium hydride and (bromomethyl)cyclopropane. The reactants are C[Si](C)(C)Cl, CC(C)[N-]C(C)C, [Li+], CCOC(=O)C1CCC(=O)CC1, C1CCOC1. Yields the product CCOC(=O)C1CC=C(O[Si](C)(C)C)CC1. RXN SMILES: [CH3:21][Si:22]([CH3:23])([CH3:24])[Cl:25].[CH:13]([N-:14][CH:15]([CH3:16])[CH3:17])([CH3:18])[CH3:19].[Li+:20].[O:1]=[C:2]1[CH2:3][CH2:4][CH:5]([C:8](=[O:9])[O:10][CH2:11][CH3:12])[CH2:6][CH2:7]1.[O:26]1[CH2:27][CH2:28][CH2:29][CH2:30]1>>[O:1]([C:2]1=[CH:3][CH2:4][CH:5]([C:8](=[O:9])[O:10][CH2:11][CH3:12])[CH2:6][CH2:7]1)[Si:22]([CH3:21])([CH3:23])[CH3:24].